The task is: describe an organic reaction: reactants, conditions, products, and yield. This data is from the Open Reaction Database (ORD), a public repository of structured organic reaction records. Reported procedure: 1,1'-Carbonyldiimidazole (14.8 g), was added to a solution of 2,6-difluorobenzoic acid (12 g) in THF (200 ml) and followed by stirring for 15 mins. at room temperature. Then to the mixture was added 9.73 g of 3-amino-ε-caprolactam, and the whole was stirred for 5 hrs. at room temperature and the solvent was distilled off under reduced pressure. The residue was washed with methylenechloride to give 3-(2,6-difluorobenzoyl)amino-ε-caprolactam (13.5 g) as crude crystals. The crude crystals and phosp... Run at time 15 minute. As a reaction SMILES: C(N1C=CN=C1)(N1C=CN=C1)=O.[F:13][C:14]1[CH:22]=[CH:21][CH:20]=[C:19]([F:23])[C:15]=1[C:16]([OH:18])=O.[NH2:24][CH:25]1[CH2:32][CH2:31][CH2:30][NH:29][C:27](=[O:28])[CH2:26]1>C1COCC1>[F:23][C:19]1[CH:20]=[CH:21][CH:22]=[C:14]([F:13])[C:15]=1[C:16]([NH:24][CH:25]1[CH2:32][CH2:31][CH2:30][NH:29][C:27](=[O:28])[CH2:26]1)=[O:18]. Product: FC1=C(C(=O)NC2CC(=O)NCCC2)C(=CC=C1)F (3-(2,6-difluorobenzoyl)amino-ε-caprolactam). Starting materials: C(=O)(N1C=NC=C1)N1C=NC=C1 (1,1'-Carbonyldiimidazole), FC1=C(C(=O)O)C(=CC=C1)F (2,6-difluorobenzoic acid), NC1CC(=O)NCCC1 (3-amino-ε-caprolactam). The solvent is C1CCOC1 (THF). The yield is 66.3%. Starting materials: ClC1=CC(=C(NC2=NC=NC3=CC(=C(C=C23)OC)O)C=C1)F (4-(4-chloro-2-fluoroanilino)-7-hydroxy-6-methoxyquinazoline), ClCCN1C(C=CC=C1)=O (1-(2-chloroethyl)-1,2-dihydro-2-pyridone), C([O-])([O-])=O.[K+].[K+] (potassium carbonate). Run in CN(C)C=O (DMF), O (water). Conditions: temperature 80 celsius, time 18 hour. Product: ClC1=CC(=C(NC2=NC=NC3=CC(=C(C=C23)OC)OCCN2C(C=CC=C2)=O)C=C1)F (4-(4-chloro-2-fluoroanilino)-6-methoxy-7-[2-(2-oxo-1,2-dihydro-1-pyridyl)ethoxy]quinazoline). Isolated yield 12.1%. As a reaction SMILES: [Cl:1][C:2]1[CH:21]=[CH:20][C:5]([NH:6][C:7]2[C:16]3[C:11](=[CH:12][C:13]([OH:19])=[C:14]([O:17][CH3:18])[CH:15]=3)[N:10]=[CH:9][N:8]=2)=[C:4]([F:22])[CH:3]=1.Cl[CH2:24][CH2:25][N:26]1[CH:31]=[CH:30][CH:29]=[CH:28][C:27]1=[O:32].C(=O)([O-])[O-].[K+].[K+]>CN(C=O)C.O>[Cl:1][C:2]1[CH:21]=[CH:20][C:5]([NH:6][C:7]2[C:16]3[C:11](=[CH:12][C:13]([O:19][CH2:24][CH2:25][N:26]4[CH:31]=[CH:30][CH:29]=[CH:28][C:27]4=[O:32])=[C:14]([O:17][CH3:18])[CH:15]=3)[N:10]=[CH:9][N:8]=2)=[C:4]([F:22])[CH:3]=1 |f:2.3.4|. Reported procedure: A mixture of 4-(4-chloro-2-fluoroanilino)-7-hydroxy-6-methoxyquinazoline (300 mg, 0.94 mmol), (prepared as described for the starting material in Example 15), 1-(2-chloroethyl)-1,2-dihydro-2-pyridone (175 mg, 1.11 mmol), (J. Am. Chem. Soc. 1951, 73, 3635), and potassium carbonate (260 mg, 1.9 mmol) in DMF (30 ml) was heated at 80° C. for 3 hours, allowed to cool to ambient temperature and stirred for a further 18 hours. The mixture was diluted with water and extracted with ethyl acetate. The ext... Starting materials: ClC=1N=C(C2=C(N1)NC=C2C)Cl (2,4-dichloro-5-methyl-7H-pyrrolo[2,3-d]pyrimidine), S(=O)(=O)(C1=CC=C(C)C=C1)Cl (TsCl), [H-].[Na+] (NaH). The solvent is CN(C)C=O (DMF). Conditions: temperature 0 celsius, time 30 minute. Yields the product ClC=1N=C(C2=C(N1)N(C=C2C)S(=O)(=O)C2=CC=C(C)C=C2)Cl (2,4-dichloro-5-methyl-7-tosyl-7H-pyrrolo[2,3-d]pyrimidine). Reaction SMILES: [Cl:1][C:2]1[N:3]=[C:4]([Cl:12])[C:5]2[C:10]([CH3:11])=[CH:9][NH:8][C:6]=2[N:7]=1.[S:13](Cl)([C:16]1[CH:22]=[CH:21][C:19]([CH3:20])=[CH:18][CH:17]=1)(=[O:15])=[O:14].[H-].[Na+]>CN(C=O)C>[Cl:1][C:2]1[N:3]=[C:4]([Cl:12])[C:5]2[C:10]([CH3:11])=[CH:9][N:8]([S:13]([C:16]3[CH:22]=[CH:21][C:19]([CH3:20])=[CH:18][CH:17]=3)(=[O:15])=[O:14])[C:6]=2[N:7]=1 |f:2.3|. Procedure details: 503 mg 2,4-dichloro-5-methyl-7H-pyrrolo[2,3-d]pyrimidine (5) (2.5 mmol) and 523 mg TsCl (2.75 mmol) were dissolved in 20 mL of DMF. After cooling to 0° C., 200 mg NaH (2.75 mmol) was slowly added under N2. The reaction mixture was stirred at 0° C. for 30 minutes and quenched by adding 10 mL of 10% aqueous NH4Cl at this temperature, then extracted with EtOAc (3×50 mL). Combined organic layers were washed with brine, dried over Na2SO4 and purified by flash column chromatography to give the title c... Reactants: C(C)OC(C(NC(C(C)C)=O)C#N)=O (cyano-isobutyrylamino-acetic acid ethyl ester), COC=1C=CC(=CC1)P2(=S)SP(=S)(S2)C=3C=CC(=CC3)OC (lawesson's reagent), CCCCCCC (heptane), C1CCOC1 (THF). The solvent is C1(=CC=CC=C1)C (toluene). Product: C(C)OC(=O)C=1N=C(SC1N)C(C)C (5-Amino-2-isopropyl-thiazole-4-carboxylic acid ethyl ester). Yield: 392.2%. As a reaction SMILES: [CH2:1]([O:3][C:4](=[O:14])[CH:5]([C:12]#[N:13])[NH:6][C:7](=O)[CH:8]([CH3:10])[CH3:9])[CH3:2].COC1C=CC(P2(SP(C3C=CC(OC)=CC=3)(=S)S2)=[S:24])=CC=1.CCCCCCC.C1COCC1>C1(C)C=CC=CC=1>[CH2:1]([O:3][C:4]([C:5]1[N:6]=[C:7]([CH:8]([CH3:10])[CH3:9])[S:24][C:12]=1[NH2:13])=[O:14])[CH3:2]. Procedure details: Stir cyano-isobutyrylamino-acetic acid ethyl ester (139 g, 701 mmol) mechanically stir as a slurry in toluene (1.4 L) at rt under N2. Add lawesson's reagent (170 g, 420 mmol, 0.6 eq.) in portions and heat the thick slurry to 70° C. and stir for 12 hours until complete by TLC (2:1/heptane:THF). Cool the mixture and concentrate to dryness in vacuo on a rotovapor to obtain 353 g of thick yellow oil that was partially purified by silica gel plug (1 Kg silica gel 60, 1.5 vol. warm 2:1/THF:heptane as ...